Dataset: the Open Reaction Database (ORD), a public repository of structured organic reaction records. Task: describe an organic reaction: reactants, conditions, products, and yield Solvent: CCCCCC (n-hexane), N1=CC=CC=C1 (pyridine). Yields the product BrCC1=CC=C(C=C1)C1=C(C(=O)OC)C=CC=C1 (methyl 2-(4'-bromomethylphenyl)benzoate). Reactants: P(Br)(Br)Br (phosphorus tribromide), OCC1=CC=C(C=C1)C1=C(C(=O)OC)C=CC=C1 (methyl 2-(4'-hydroxymethylphenyl)benzoate), C(O)([O-])=O.[Na+] (sodium hydrogencarbonate). The yield is 100.4%. Procedure details: 10.0 g (41 mmol) of methyl 2-(4'-hydroxymethylphenyl)benzoate was dissolved in 7.9 g of pyridine and n-hexane (100 ml). 8.3 g (31 mmol) of phosphorus tribromide was dropwise added thereto under cooling with ice, followed by stirring for 2 hours as such. The reaction liquid was added to an aqueous solution of sodium hydrogencarbonate, followed by the extraction with n-hexane. The organic phase was washed with water, dried and subjected to vacuum concentration. The residue was purified by silica g... Conditions: time 2 hour. As a reaction SMILES: O[CH2:2][C:3]1[CH:8]=[CH:7][C:6]([C:9]2[CH:18]=[CH:17][CH:16]=[CH:15][C:10]=2[C:11]([O:13][CH3:14])=[O:12])=[CH:5][CH:4]=1.P(Br)(Br)[Br:20].C(=O)([O-])O.[Na+]>N1C=CC=CC=1.CCCCCC>[Br:20][CH2:2][C:3]1[CH:8]=[CH:7][C:6]([C:9]2[CH:18]=[CH:17][CH:16]=[CH:15][C:10]=2[C:11]([O:13][CH3:14])=[O:12])=[CH:5][CH:4]=1 |f:2.3|. Starting materials: C1OC=2C=C(CCN)C=CC2O1 (3,4-methylenedioxyphenethylamine), ClC=1C2=C(N=C(N1)C1=CC=NC=C1)SC(=C2)CC (4-chloro-2-(pyridin-4-yl)-6-ethyl-thieno-[2,3-d]-pyrimidine). The product is C1OC=2C=C(CCNC=3C4=C(N=CN3)SC(=C4)CC)C=CC2O1 (4-(3,4-methylenedioxyphenethylamino)-6-ethyl-thieno-[2,3-d]-pyrimidine). As a reaction SMILES: [CH2:1]1[O:12][C:11]2[CH:10]=[CH:9][C:5]([CH2:6][CH2:7][NH2:8])=[CH:4][C:3]=2[O:2]1.Cl[C:14]1[C:15]2[CH:28]=[C:27]([CH2:29][CH3:30])[S:26][C:16]=2[N:17]=[C:18](C2C=CN=CC=2)[N:19]=1>>[CH2:1]1[O:12][C:11]2[CH:10]=[CH:9][C:5]([CH2:6][CH2:7][NH:8][C:14]3[C:15]4[CH:28]=[C:27]([CH2:29][CH3:30])[S:26][C:16]=4[N:17]=[CH:18][N:19]=3)=[CH:4][C:3]=2[O:2]1. Reported procedure: With the procedure of Example 1, the reaction of 3,4-methylenedioxyphenethylamine with 4-chloro-2-(pyridin-4-yl)-6-ethyl-thieno-[2,3-d]-pyrimidine yields 2-pyridin-4-yl)-4-(3,4-methylenedioxyphenethylamino)-6-ethyl-thieno-[2,3-d]-pyrimidine. The reactants are CC(=O)O, Cc1cnc2c(c1)CCCC2, OO. The product is Cc1cc2c([n+]([O-])c1)CCCC2. Reaction SMILES: [CH3:14][C:15](=[O:16])[OH:17].[CH3:1][c:2]1[cH:3][n:4][c:5]2[c:10]([cH:11]1)[CH2:9][CH2:8][CH2:7][CH2:6]2.[OH:12][OH:13]>>[CH3:1][c:2]1[cH:3][n+:4]([O-:12])[c:5]2[c:10]([cH:11]1)[CH2:9][CH2:8][CH2:7][CH2:6]2. The reactants are FC(OC1=CC=C(C=C1)B(O)O)(F)F (4-(trifluoromethoxy)-phenylboronic acid), ClC1=NC=C(C(=O)OC)C(=C1)C(F)(F)F (methyl 6-chloro-4-(trifluoromethyl)nicotinate), [O-]P(=O)([O-])[O-].[K+].[K+].[K+] (K3PO4). Reagents/catalysts: C1=CC=C(C=C1)P(C2=CC=CC=C2)C3=CC=CC=C3.C1=CC=C(C=C1)P(C2=CC=CC=C2)C3=CC=CC=C3.Cl[Pd]Cl (bis(triphenylphosphine)palladium(II)chloride). Product: COC(C1=CN=C(C=C1C(F)(F)F)C1=CC=C(C=C1)OC(F)(F)F)=O (6-(4-Trifluoromethoxy-phenyl)-4-trifluoromethyl-nicotinic acid methyl ester). As a reaction SMILES: [F:1][C:2]([F:14])([F:13])[O:3][C:4]1[CH:9]=[CH:8][C:7](B(O)O)=[CH:6][CH:5]=1.Cl[C:16]1[CH:25]=[C:24]([C:26]([F:29])([F:28])[F:27])[C:19]([C:20]([O:22][CH3:23])=[O:21])=[CH:18][N:17]=1.[O-]P([O-])([O-])=O.[K+].[K+].[K+]>C1C=CC(P(C2C=CC=CC=2)C2C=CC=CC=2)=CC=1.C1C=CC(P(C2C=CC=CC=2)C2C=CC=CC=2)=CC=1.Cl[Pd]Cl>[CH3:23][O:22][C:20](=[O:21])[C:19]1[C:24]([C:26]([F:27])([F:28])[F:29])=[CH:25][C:16]([C:7]2[CH:8]=[CH:9][C:4]([O:3][C:2]([F:14])([F:13])[F:1])=[CH:5][CH:6]=2)=[N:17][CH:18]=1 |f:2.3.4.5,6.7.8|. Procedure: In analogy to the procedure described in example 13 a], 4-(trifluoromethoxy)-phenylboronic acid was reacted with methyl 6-chloro-4-(trifluoromethyl)nicotinate in the presence of bis(triphenylphosphine)palladium(II)chloride and aqueous 2M K3PO4 solution to give the title compound as yellow crystals. The reactants are C(C)(C)(C)OC(=O)N1C[C@@H](OC[C@@H]1[C@H]([C@H](CC1=CC(=CC(=C1)F)F)N)O)COC1CCCCC1 ((2R,5R)-5-[(1S,2S)-2-amino-3-(3,5-difluorophenyl)-1-hydroxypropyl]-2-cyclohexyloxymethylmorpholine-4-carboxylic acid tert-butyl ester), C(CC)N(C(=O)/C=C(/C(=O)O)\C)CCC ((E)-3-dipropylcarbamoyl-2-methylacrylic acid), ON1N=NC2=C1C=CC=C2 (1-hydroxybenzotriazole), Cl.CN(CCCN=C=NCC)C (1-(3-dimethylaminopropyl)-3-ethylcarbodiimide hydrochloride). The solvent is ClCCl (dichloromethane), ClCCl (dichloromethane). Conditions: time 30 minute. The product is C(C)(C)(C)OC(=O)N1C[C@@H](OC[C@@H]1[C@H]([C@H](CC1=CC(=CC(=C1)F)F)NC(\C(=C\C(N(CCC)CCC)=O)\C)=O)O)COC1CCCCC1 ((2R,5R)-2-Cyclohexyloxymethyl-5-[(1S,2S)-3-(3,5-difluorophenyl)-2-((E)-3-dipropylcarbamoyl-2-methylacryloylamino)-1-hydroxypropyl]-morpholine-4-carboxylic acid tert-butyl ester). Isolated yield 45.0%. RXN SMILES: [CH2:1]([N:4]([CH2:13][CH2:14][CH3:15])[C:5](/[CH:7]=[C:8](\[CH3:12])/[C:9]([OH:11])=O)=[O:6])[CH2:2][CH3:3].Cl.CN(C)CCCN=C=NCC.ON1C2C=CC=CC=2N=N1.[C:38]([O:42][C:43]([N:45]1[C@@H:50]([C@@H:51]([OH:63])[C@@H:52]([NH2:62])[CH2:53][C:54]2[CH:59]=[C:58]([F:60])[CH:57]=[C:56]([F:61])[CH:55]=2)[CH2:49][O:48][C@@H:47]([CH2:64][O:65][CH:66]2[CH2:71][CH2:70][CH2:69][CH2:68][CH2:67]2)[CH2:46]1)=[O:44])([CH3:41])([CH3:40])[CH3:39]>ClCCl>[C:38]([O:42][C:43]([N:45]1[C@@H:50]([C@@H:51]([OH:63])[C@@H:52]([NH:62][C:9](=[O:11])/[C:8](/[CH3:12])=[CH:7]/[C:5](=[O:6])[N:4]([CH2:1][CH2:2][CH3:3])[CH2:13][CH2:14][CH3:15])[CH2:53][C:54]2[CH:59]=[C:58]([F:60])[CH:57]=[C:56]([F:61])[CH:55]=2)[CH2:49][O:48][C@@H:47]([CH2:64][O:65][CH:66]2[CH2:71][CH2:70][CH2:69][CH2:68][CH2:67]2)[CH2:46]1)=[O:44])([CH3:41])([CH3:39])[CH3:40] |f:1.2|. Procedure details: Dissolve (E)-3-dipropylcarbamoyl-2-methylacrylic acid (0.029 g, 0.134 mmol) in dichloromethane (1.3 mL). Add 1-(3-dimethylaminopropyl)-3-ethylcarbodiimide hydrochloride (EDCl) (0.028 g, 0.148 mmol) then 1-hydroxybenzotriazole (HOBT) (0.023 g, 0.148 mmol). Stir at room temperature for 30 minutes. To this stirring solution add (2R,5R)-5-[(1S,2S)-2-amino-3-(3,5-difluorophenyl)-1-hydroxypropyl]-2-cyclohexyloxymethylmorpholine-4-carboxylic acid tert-butyl ester (0.065 g, 0.134 mmol) in dichloromethan... Starting materials: [N+](=O)([O-])C1=CC=C2CCCC(C2=C1)=O (7-Nitrotetralone), [N+](=O)([O-])C1=CC=C2CCCC(C2=C1)=O (7-Nitrotetralone), O (water), Cl (HCl). The reagents and catalysts are [Pd] (palladium on carbon). Run in C(C)O (ethanol), CO (methanol), C(C)O (ethanol). Conditions: time 18 hour. The product is NC1=CC=2CCCCC2C=C1 (2-amino-5,6,7,8-tetrahydronaphthalene), Formula 11. Reaction SMILES: [N+:1]([C:4]1[CH:13]=[C:12]2[C:7]([CH2:8][CH2:9][CH2:10][C:11]2=O)=[CH:6][CH:5]=1)([O-])=O.O.Cl>C(O)C.CO.[Pd]>[NH2:1][C:4]1[CH:5]=[CH:6][C:7]2[CH2:8][CH2:9][CH2:10][CH2:11][C:12]=2[CH:13]=1. Procedure details: 7-Nitrotetralone (Formula 10) is dissolved in a solvent, such as ethanol or methanol, preferably ethanol (about 4 L/mole). To this solution is added water (about 400 ml/mmol), concentrated HCl (about 95 ml/mmol) and 10% palladium on carbon (about 40 g/mmol). The reaction mixture is hydrogenated at a pressure of about 30-40 psi for a period of about 12 to 24 hours, preferably about 18 hours. When the reaction is substantially compete, 2-amino-5,6,7,8-tetrahydronaphthalene of Formula 11 is isolate... The reactants are CC(C)(C)OC(=O)Nc1ccccc1NC(=O)C=Cc1ccn(S(=O)(=O)c2ccc(-c3cccnc3)cc2)c1, Cl, C1COCCO1. The product is Nc1ccccc1NC(=O)C=Cc1ccn(S(=O)(=O)c2ccc(-c3cccnc3)cc2)c1. RXN SMILES: [C:1]([O:2][C:3](=[O:4])[NH:7][c:8]1[c:9]([NH:14][C:15]([CH:16]=[CH:17][c:18]2[cH:19][n:20]([S:23](=[O:24])(=[O:25])[c:26]3[cH:27][cH:28][c:29](-[c:32]4[cH:33][n:34][cH:35][cH:36][cH:37]4)[cH:30][cH:31]3)[cH:21][cH:22]2)=[O:38])[cH:10][cH:11][cH:12][cH:13]1)([CH3:5])([CH3:6])[CH3:39].[ClH:40].[O:41]1[CH2:42][CH2:43][O:44][CH2:45][CH2:46]1>>[NH2:7][c:8]1[c:9]([NH:14][C:15]([CH:16]=[CH:17][c:18]2[cH:19][n:20]([S:23](=[O:24])(=[O:25])[c:26]3[cH:27][cH:28][c:29](-[c:32]4[cH:33][n:34][cH:35][cH:36][cH:37]4)[cH:30][cH:31]3)[cH:21][cH:22]2)=[O:38])[cH:10][cH:11][cH:12][cH:13]1. Reactants: FC1=CC=CC2=C1CCC(C(N2CC(F)(F)F)=O)N2N=NC(=C2)C2=C(C=C(C=C2)C2=CC=NC=C2)F (6-fluoro-3-{4-[2-fluoro-4-(pyridin-4-yl)phenyl]-1H-1,2,3-triazol-1-yl}-1-(2,2,2-trifluoroethyl)-1,3,4,5-tetrahydro-2H-1-benzazepin-2-one), C(#C)C1=CC(=C(C=C1)C1=CC=NC=C1)F (4-(4-ethynyl-2-fluorophenyl)pyridine), alkyne. The product is FC1=CC=CC2=C1CCC(C(N2CC(F)(F)F)=O)N2N=NC(=C2)C2=CC(=C(C=C2)C2=CC=NC=C2)F (6-fluoro-3-{4-[3-fluoro-4-(pyridin-4-yl)phenyl]-1H-1,2,3-triazol-1-yl}-1-(2,2,2-trifluoroethyl)-1,3,4,5-tetrahydro-2H-1-benzazepin-2-one). As a reaction SMILES: [F:1][C:2]1[C:7]2[CH2:8][CH2:9][CH:10]([N:19]3[CH:23]=[C:22]([C:24]4[CH:29]=[CH:28][C:27]([C:30]5[CH:35]=[CH:34][N:33]=[CH:32][CH:31]=5)=[CH:26][C:25]=4F)[N:21]=[N:20]3)[C:11](=[O:18])[N:12]([CH2:13][C:14]([F:17])([F:16])[F:15])[C:6]=2[CH:5]=[CH:4][CH:3]=1.C(C1C=CC(C2C=CN=CC=2)=C([F:51])C=1)#C>>[F:1][C:2]1[C:7]2[CH2:8][CH2:9][CH:10]([N:19]3[CH:23]=[C:22]([C:24]4[CH:25]=[CH:26][C:27]([C:30]5[CH:35]=[CH:34][N:33]=[CH:32][CH:31]=5)=[C:28]([F:51])[CH:29]=4)[N:21]=[N:20]3)[C:11](=[O:18])[N:12]([CH2:13][C:14]([F:16])([F:17])[F:15])[C:6]=2[CH:5]=[CH:4][CH:3]=1. Reported procedure: The title compound was prepared by the same route as 6-fluoro-3-{4-[2-fluoro-4-(pyridin-4-yl)phenyl]-1H-1,2,3-triazol-1-yl}-1-(2,2,2-trifluoroethyl)-1,3,4,5-tetrahydro-2H-1-benzazepin-2-one using 4-(4-ethynyl-2-fluorophenyl)pyridine as the alkyne. Starting materials: O=C([O-])[O-], CC(C)=O, ClCCN1CCCC1, Cl, [K+], [K+], O=[N+]([O-])c1cn[nH]c1, O. The product is O=[N+]([O-])c1cnn(CCN2CCCC2)c1. RXN SMILES: [C:10](=[O:11])([O-:12])[O-:13].[CH3:24][C:25](=[O:26])[CH3:27].[Cl:2][CH2:3][CH2:4][N:5]1[CH2:6][CH2:7][CH2:8][CH2:9]1.[ClH:1].[K+:14].[K+:15].[N+:16](=[O:17])([O-:18])[c:19]1[cH:20][n:21][nH:22][cH:23]1.[OH2:28]>>[CH2:3]([CH2:4][N:5]1[CH2:6][CH2:7][CH2:8][CH2:9]1)[n:22]1[n:21][cH:20][c:19]([N+:16](=[O:17])[O-:18])[cH:23]1.